Dataset: the Open Reaction Database (ORD), a public repository of structured organic reaction records. Task: describe an organic reaction: reactants, conditions, products, and yield Reactants: C(C)(C)(C)OC(N[C@@H]1CC2=CC=C(C=C2C1)Br)=O (((R)-5-Bromo-indan-2-yl)-carbamic acid tert-butyl ester), [H-].[Na+] (sodium hydride), C(CC)Br (propylbromide), [H-].[Na+] (sodium hydride), C(CC)Br (propylbromide). The solvent is CN(C=O)C (dimethylformamide). The product is C(C)(C)(C)OC(N(CCC)[C@@H]1CC2=CC=C(C=C2C1)Br)=O (((R)-5-Bromo-indan-2-yl)-propyl-carbamic acid tert-butyl ester). The yield is 110.7%. RXN SMILES: [C:1]([O:5][C:6](=[O:18])[NH:7][C@H:8]1[CH2:16][C:15]2[C:10](=[CH:11][CH:12]=[C:13]([Br:17])[CH:14]=2)[CH2:9]1)([CH3:4])([CH3:3])[CH3:2].[H-].[Na+].[CH2:21](Br)[CH2:22][CH3:23]>CN(C)C=O>[C:1]([O:5][C:6](=[O:18])[N:7]([C@H:8]1[CH2:16][C:15]2[C:10](=[CH:11][CH:12]=[C:13]([Br:17])[CH:14]=2)[CH2:9]1)[CH2:21][CH2:22][CH3:23])([CH3:4])([CH3:2])[CH3:3] |f:1.2|. Reported procedure: 3 g of ((R)-5-Bromo-indan-2-yl)-carbamic acid tert-butyl ester (9.61 mmol) were dissolved in 20 ml of dimethylformamide and 0.442 g of sodium hydride (60% in mineral oil) (11.05 mmol) added. Stirring continued for 14 minutes before 1.3 g of propylbromide (10.57 mmol) were added. The reaction mixture was stirred at room temperature for 15 h and at 40° C. for 3 h. An additional equivalent of sodium hydride and 0.7 ml propylbromide were added followed by stirring for 2 h at 40° C. and 15 h at room ... Reactants: O=C([O-])[O-], C1COCCN1, COC(=O)c1cc([N+](=O)[O-])ccc1F, CS(C)=O, [K+], [K+], O. The product is COC(=O)c1cc([N+](=O)[O-])ccc1N1CCOCC1. Reaction SMILES: [C:21](=[O:22])([O-:23])[O-:24].[CH2:15]1[CH2:16][O:17][CH2:18][CH2:19][NH:20]1.[CH3:1][O:2][C:3]([c:4]1[c:5]([F:13])[cH:6][cH:7][c:8]([N+:10](=[O:11])[O-:12])[cH:9]1)=[O:14].[CH3:28][S:29]([CH3:30])=[O:31].[K+:25].[K+:26].[OH2:27]>>[CH3:1][O:2][C:3]([c:4]1[c:5]([N:20]2[CH2:15][CH2:16][O:17][CH2:18][CH2:19]2)[cH:6][cH:7][c:8]([N+:10](=[O:11])[O-:12])[cH:9]1)=[O:14]. Starting materials: CCC#N, COC(=O)C(C)(C)C, CO, Cc1ccccc1, [H-], [Na+]. Product: CC(C#N)C(=O)C(C)(C)C. RXN SMILES: [C:13]([CH2:14][CH3:15])#[N:16].[C:1]([C:2]([CH3:3])([CH3:4])[CH3:5])([O:7][CH3:6])=[O:8].[CH3:11][OH:12].[CH3:17][c:18]1[cH:19][cH:20][cH:21][cH:22][cH:23]1.[H-:9].[Na+:10]>>[C:1]([C:2]([CH3:3])([CH3:4])[CH3:5])(=[O:7])[CH:14]([C:13]#[N:16])[CH3:15]. Starting materials: CC(=O)O, O=C1Nc2ccc(I)cc2C1=O, NNC(=O)c1csc(CS(=O)(=O)Cc2ccco2)n1. Product: O=C1Nc2ccc(I)cc2C1=NNC(=O)c1csc(CS(=O)(=O)Cc2ccco2)n1. RXN SMILES: [CH3:32][C:33](=[O:34])[OH:35].[I:1][c:2]1[cH:3][c:4]2[c:8]([cH:9][cH:10]1)[NH:7][C:6](=[O:11])[C:5]2=[O:12].[o:13]1[c:14]([CH2:18][S:19](=[O:20])(=[O:21])[CH2:22][c:23]2[s:24][cH:25][c:26]([C:28](=[O:29])[NH:30][NH2:31])[n:27]2)[cH:15][cH:16][cH:17]1>>[I:1][c:2]1[cH:3][c:4]2[c:8]([cH:9][cH:10]1)[NH:7][C:6](=[O:11])[C:5]2=[N:31][NH:30][C:28]([c:26]1[cH:25][s:24][c:23]([CH2:22][S:19]([CH2:18][c:14]2[o:13][cH:17][cH:16][cH:15]2)(=[O:20])=[O:21])[n:27]1)=[O:29].